This data is from the Open Reaction Database (ORD), a public repository of structured organic reaction records. The task is: describe an organic reaction: reactants, conditions, products, and yield Starting materials: CN(C=O)C (dimethylformamide), C(C1=CC=CC=C1)OC(=O)C1NC(SC12CCCCC2)C(C(=O)OC(C)(C)C)N2C(C=1C(C2=O)=CC=CC1)=O (tert-butyl 4-benzyloxycarbonyl-alphaphthalimido-1-thia-3-azaspiro[4.5]decane-2-acetate), Cl (hydrochloric acid), O.NN (hydrazine hydrate), CN(C=O)C (dimethylformamide). The product is C(C=1C(C(=O)NN)=CC=CC1)(=O)NN (phthalohydrazide). RXN SMILES: [OH2:1].[NH2:2][NH2:3].C(OC(C1C2(CCCCC2)SC(C([N:32]2[C:36](=O)[C:35]3=[CH:38][CH:39]=[CH:40][CH:41]=[C:34]3[C:33]2=[O:42])C(OC(C)(C)C)=O)N1)=O)C1C=CC=CC=1.Cl.C[N:45](C)C=O>>[C:33]([NH:32][NH2:45])(=[O:42])[C:34]1[C:35](=[CH:38][CH:39]=[CH:40][CH:41]=1)[C:36]([NH:2][NH2:3])=[O:1] |f:0.1|. Reported procedure: 71 ml. of a solution of anhydrous dimethylformamide containing 2 moles per liter of hydrazine hydrate (i.e. 0.142 mole) are added dropwise over a period of about 30 minutes at 0° C. to a suspension of 70.5 g. (0.128 mole) of tert-butyl 4-benzyloxycarbonyl-alphaphthalimido-1-thia-3-azaspiro[4.5]decane-2-acetate in 150 ml. anhydrous dimethylformamide. The reaction mixture is allowed to warm up to ambient temperature, with magnetic stirring, and to the resulting clear solution are added 120 ml. of ... Starting materials: ClC1=CC=C(C=C1)C1CCN(CC1)C(=O)OC(C)(C)C (tert-butyl 4-(4-chlorophenyl)piperidine-1-carboxylate), ClC1=CC=C(C=C1)C1CCN(CC1)C(=O)OC(C)(C)C (tert-butyl 4-(4-chlorophenyl)piperidine-1-carboxylate), FC(C(=O)O)(F)F (trifluoroacetic acid). Solvent: ClCCl (dichloromethane). Conditions: time 8 hour. The product is ClC1=CC=C(C=C1)C1CCNCC1 (4-(4-Chlorophenyl)piperidine). The yield is 69.5%. Reaction SMILES: [Cl:1][C:2]1[CH:7]=[CH:6][C:5]([CH:8]2[CH2:13][CH2:12][N:11](C(OC(C)(C)C)=O)[CH2:10][CH2:9]2)=[CH:4][CH:3]=1.FC(F)(F)C(O)=O>ClCCl>[Cl:1][C:2]1[CH:7]=[CH:6][C:5]([CH:8]2[CH2:9][CH2:10][NH:11][CH2:12][CH2:13]2)=[CH:4][CH:3]=1. Reported procedure: Into a 250-mL round-bottom flask, was placed a solution of tert-butyl 4-(4-chlorophenyl)piperidine-1-carboxylate (compound 42.3, 5.00 g, 16.9 mmol) in dichloromethane (100 mL), trifluoroacetic acid (9.6 g, 84 mmol). The resulting solution was stirred overnight at room temperature and then concentrated under reduced pressure. The residue was carefully diluted with ethyl acetate (100 mL) and aqueous sodium bicarbonate was added until a pH of 8 was attained. The resulting mixture was washed with br...